Dataset: the Open Reaction Database (ORD), a public repository of structured organic reaction records. Task: describe an organic reaction: reactants, conditions, products, and yield Starting materials: CS(=O)(=O)Nc1ccc(OCC2CCN(C(=O)OCc3ccccc3)CC2)cc1, CCO, [H][H]. Product: CS(=O)(=O)Nc1ccc(OCC2CCNCC2)cc1. RXN SMILES: [CH2:1]([O:2][C:3](=[O:4])[N:11]1[CH2:12][CH2:13][CH:14]([CH2:17][O:18][c:19]2[cH:20][cH:21][c:22]([NH:25][S:26](=[O:27])(=[O:28])[CH3:29])[cH:23][cH:24]2)[CH2:15][CH2:16]1)[c:5]1[cH:6][cH:7][cH:8][cH:9][cH:10]1.[CH3:32][CH2:33][OH:34].[H:30][H:31]>>[NH:11]1[CH2:12][CH2:13][CH:14]([CH2:17][O:18][c:19]2[cH:20][cH:21][c:22]([NH:25][S:26](=[O:27])(=[O:28])[CH3:29])[cH:23][cH:24]2)[CH2:15][CH2:16]1. The reactants are ClC1=C(C=C(C(=C1)Cl)C)C1=NN(C(=C1)OC(F)F)C (3-(2,4-dichloro-5-methylphenyl)-5-difluoromethoxy-1-methyl-1H-pyrazole), S(=O)(=O)(Cl)Cl (sulfuryl chloride). Product: ClC=1C(=NN(C1OC(F)F)C)C1=C(C=C(C(=C1)C)Cl)Cl (4-Chloro-3-(2,4-dichloro-5-methylphenyl)-5-difluoromethoxy-1-methyl-1H-pyrazole). RXN SMILES: [Cl:1][C:2]1[CH:7]=[C:6]([Cl:8])[C:5]([CH3:9])=[CH:4][C:3]=1[C:10]1[CH:14]=[C:13]([O:15][CH:16]([F:18])[F:17])[N:12]([CH3:19])[N:11]=1.S(Cl)([Cl:23])(=O)=O>>[Cl:23][C:14]1[C:10]([C:3]2[CH:4]=[C:5]([CH3:9])[C:6]([Cl:8])=[CH:7][C:2]=2[Cl:1])=[N:11][N:12]([CH3:19])[C:13]=1[O:15][CH:16]([F:17])[F:18]. Reported procedure: Analogously to Example 8, 35 g (114 mmol) of 3-(2,4-dichloro-5-methylphenyl)-5-difluoromethoxy-1-methyl-1H-pyrazole were reacted with 16.9 g (125 mmol) of sulfuryl chloride. Yield: 30.8 g; 1H-NMR (270 MHz, in CDCl3): δ [ppm]=7.49 (s,1H), 7.30 (s,1H), 6.74 (t,1H), 3.85 (s,3H), 2.39 (s,3H). The reactants are CN(S(=O)(=O)C1=CC=C(C(=O)O)C=C1)C1=CC=CC=C1 (4-(N-methyl-N-phenylsulfamoyl)benzoic acid), N1=C(C=CC=C1)C=1N=C(SC1)N (4-(pyridin-2-yl)thiazol-2-amine). Product: CN(S(=O)(=O)C1=CC=C(C(=O)NC=2SC=C(N2)C2=NC=CC=C2)C=C1)C1=CC=CC=C1 (4-(N-methyl-N-phenylsulfamoyl)-N-(4-(pyridin-2-yl)thiazol-2-yl)benzamide). As a reaction SMILES: [CH3:1][N:2]([C:15]1[CH:20]=[CH:19][CH:18]=[CH:17][CH:16]=1)[S:3]([C:6]1[CH:14]=[CH:13][C:9]([C:10]([OH:12])=O)=[CH:8][CH:7]=1)(=[O:5])=[O:4].[N:21]1[CH:26]=[CH:25][CH:24]=[CH:23][C:22]=1[C:27]1[N:28]=[C:29]([NH2:32])[S:30][CH:31]=1>>[CH3:1][N:2]([C:15]1[CH:20]=[CH:19][CH:18]=[CH:17][CH:16]=1)[S:3]([C:6]1[CH:7]=[CH:8][C:9]([C:10]([NH:32][C:29]2[S:30][CH:31]=[C:27]([C:22]3[CH:23]=[CH:24][CH:25]=[CH:26][N:21]=3)[N:28]=2)=[O:12])=[CH:13][CH:14]=1)(=[O:4])=[O:5]. Procedure details: 4-(N-methyl-N-phenylsulfamoyl)benzoic acid (16) (100 mg, 0.31 mmol) was treated with 4-(pyridin-2-yl)thiazol-2-amine (50 mg, 0.28 mmol) using method C. The residue was purified using flash chromatography eluting with 50-100% EtOAc in hexanes. The resulting solid was triturated with diethyl ether to give 4-(N-methyl-N-phenylsulfamoyl)-N-(4-(pyridin-2-yl)thiazol-2-yl)benzamide as an orange solid. Yield: 31 mg (24%). 1H-NMR: 8.63-8.61 (m, 1H), 8.28 (d, J=8.5 Hz, 2H), 8.02 (d, J=8.0 Hz, 1H), 7.94-7.... Solvent: C1(=CC=CC=C1)C (toluene). Procedure: To a mixture of 1.22 g of ethyl thioglycolate, 1.4 g of anhydrous potassium carbonate and 20 ml of N,N-dimethylformamide was added 5.3 g of p-xylene dichloride followed by stirring at room temperature overnight. To the reaction mixture was added 50 ml of toluene. The mixture was washed with water, dried over anhydrous magnesium sulfate and concentrated under reduced pressure. The residue was applied to silica gel column chromatography. Elution with a mixture of toluene-ethyl acetate (9:1) gave 1... Run at time 8 hour. As a reaction SMILES: [C:1]([O:5][CH2:6][CH3:7])(=[O:4])[CH2:2][SH:3].C(=O)([O-])[O-].[K+].[K+].CN(C)C=O.[Cl-:19].[Cl-].[C:21]1([CH3:28])[CH:26]=[CH:25][C:24]([CH3:27])=[CH:23][CH:22]=1>C1(C)C=CC=CC=1>[Cl:19][CH2:28][C:21]1[CH:26]=[CH:25][C:24]([CH2:27][S:3][CH2:2][C:1]([O:5][CH2:6][CH3:7])=[O:4])=[CH:23][CH:22]=1 |f:1.2.3,5.6.7|. The reactants are C(CS)(=O)OCC (ethyl thioglycolate), C([O-])([O-])=O.[K+].[K+] (potassium carbonate), CN(C=O)C (N,N-dimethylformamide), [Cl-].[Cl-].C1(=CC=C(C=C1)C)C (p-xylene dichloride). Yield: 61.3%. The product is ClCC1=CC=C(CSCC(=O)OCC)C=C1 (ethyl [(p-chloromethylbenzyl)thio]acetate). Starting materials: C(C1=CC=CC=C1)OC1=CC(=C(C=C1)CC=1C(=NNC1C(C)C)O[C@H]1[C@H](OC(C(C)(C)C)=O)[C@@H](OC(C(C)(C)C)=O)[C@H](OC(C(C)(C)C)=O)[C@H](O1)COC(C(C)(C)C)=O)C (4-[(4-benzyloxy-2-methylphenyl)methyl]-5-isopropyl-3-(2,3,4,6-tetra-O-pivaloyl-β-D-glucopyranosyloxy)-1H-pyrazole), [H-].[Na+] (sodium hydride), BrCCOCC1=CC=CC=C1 (benzyl 2-bromoethyl ether), O (water). Solvent: CN(C(C)=O)C (N,N-dimethylacetoamide). Reaction conditions: time 2 hour. The product is C(C1=CC=CC=C1)OCCN1N=C(C(=C1C(C)C)CC1=C(C=C(C=C1)OCC1=CC=CC=C1)C)O[C@H]1[C@H](OC(C(C)(C)C)=O)[C@@H](OC(C(C)(C)C)=O)[C@H](OC(C(C)(C)C)=O)[C@H](O1)COC(C(C)(C)C)=O (1-(2-Benzyloxyethyl)-4-[(4-benzyloxy-2-methylphenyl)-methyl]-5-isopropyl-3-(2,3,4,6-tetra-O-pivaloyl-β-D-glucopyranosyloxy)-1H-pyrazole). As a reaction SMILES: [CH2:1]([O:8][C:9]1[CH:14]=[CH:13][C:12]([CH2:15][C:16]2[C:17]([O:24][C@@H:25]3[O:51][C@H:50]([CH2:52][O:53][C:54](=[O:59])[C:55]([CH3:58])([CH3:57])[CH3:56])[C@@H:42]([O:43][C:44](=[O:49])[C:45]([CH3:48])([CH3:47])[CH3:46])[C@H:34]([O:35][C:36](=[O:41])[C:37]([CH3:40])([CH3:39])[CH3:38])[C@H:26]3[O:27][C:28](=[O:33])[C:29]([CH3:32])([CH3:31])[CH3:30])=[N:18][NH:19][C:20]=2[CH:21]([CH3:23])[CH3:22])=[C:11]([CH3:60])[CH:10]=1)[C:2]1[CH:7]=[CH:6][CH:5]=[CH:4][CH:3]=1.[H-].[Na+].Br[CH2:64][CH2:65][O:66][CH2:67][C:68]1[CH:73]=[CH:72][CH:71]=[CH:70][CH:69]=1.O>CN(C)C(=O)C>[CH2:67]([O:66][CH2:65][CH2:64][N:19]1[C:20]([CH:21]([CH3:23])[CH3:22])=[C:16]([CH2:15][C:12]2[CH:13]=[CH:14][C:9]([O:8][CH2:1][C:2]3[CH:7]=[CH:6][CH:5]=[CH:4][CH:3]=3)=[CH:10][C:11]=2[CH3:60])[C:17]([O:24][C@@H:25]2[O:51][C@H:50]([CH2:52][O:53][C:54](=[O:59])[C:55]([CH3:58])([CH3:57])[CH3:56])[C@@H:42]([O:43][C:44](=[O:49])[C:45]([CH3:46])([CH3:48])[CH3:47])[C@H:34]([O:35][C:36](=[O:41])[C:37]([CH3:40])([CH3:39])[CH3:38])[C@H:26]2[O:27][C:28](=[O:33])[C:29]([CH3:32])([CH3:31])[CH3:30])=[N:18]1)[C:68]1[CH:73]=[CH:72][CH:71]=[CH:70][CH:69]=1 |f:1.2|. Procedure details: To a solution of 4-[(4-benzyloxy-2-methylphenyl)methyl]-5-isopropyl-3-(2,3,4,6-tetra-O-pivaloyl-β-D-glucopyranosyloxy)-1H-pyrazole (2 g) in N,N-dimethylacetoamide (36 mL) were added sodium hydride (55%, 0.26 g) and benzyl 2-bromoethyl ether (0.76 mL) under ice-cooling, and the mixture was stirred at room temperature for 2 hours. The reaction mixture was poured into water, and the resulting mixture was extracted with diethylether The extract was washed with water twice and brine, and dried over a...